Dataset: the Open Reaction Database (ORD), a public repository of structured organic reaction records. Task: describe an organic reaction: reactants, conditions, products, and yield Starting materials: C(C)(C)(C)OC(=O)N1C(COCC1)C(=O)O (morpholine-3,4-dicarboxylic acid 4-tert-butyl ester), NC1=NOC(=C1)C(C)(C)C (3-amino-5-t-butylisoxazole), P(=O)(Cl)(Cl)Cl (phosphorous oxychloride). Run in N1=CC=CC=C1 (pyridine). Reaction conditions: time 1 hour. Product: C(C)(C)(C)OC(=O)N1C(COCC1)C(NC1=NOC(=C1)C(C)(C)C)=O (3-(5-tert-Butyl-isoxazol-3-ylcarbamoyl)-morpholine-4-carboxylic acid tert-butyl ester). Reaction SMILES: [C:1]([O:5][C:6]([N:8]1[CH2:13][CH2:12][O:11][CH2:10][CH:9]1[C:14]([OH:16])=O)=[O:7])([CH3:4])([CH3:3])[CH3:2].[NH2:17][C:18]1[CH:22]=[C:21]([C:23]([CH3:26])([CH3:25])[CH3:24])[O:20][N:19]=1.P(Cl)(Cl)(Cl)=O>N1C=CC=CC=1>[C:1]([O:5][C:6]([N:8]1[CH2:13][CH2:12][O:11][CH2:10][CH:9]1[C:14](=[O:16])[NH:17][C:18]1[CH:22]=[C:21]([C:23]([CH3:26])([CH3:25])[CH3:24])[O:20][N:19]=1)=[O:7])([CH3:2])([CH3:3])[CH3:4]. Reported procedure: To a cold (0° C.) solution of morpholine-3,4-dicarboxylic acid 4-tert-butyl ester (100 mg; 0.432 mmol) and 3-amino-5-t-butylisoxazole (58.9 mg; 0.42 mmol) in anhydrous pyridine (1.2 mL) is added phosphorous oxychloride (0.039 mL; 0.432 mmol). The reaction mixture is left stirring at room temperature for 1 hour. After this time, the reaction mixture is quenched with saturated NH4Cl aqueous solution and extracted with ethyl acetate twice. The organics are combined and washed with brine, dried over... Starting materials: ClC(C(=O)OC)CC1=C(C=C(C(=C1)F)N1C(N(C(=CC1=O)C(F)(F)F)C)=O)[N+](=O)[O-] (methyl 2-chloro-3-[5-fluoro-2-nitro-4-(1-methyl-6-trifluoromethyl-2,4(1H,3H)-pyrimidinedion-3-yl)phenyl]propanoate), O (water). Reagents/catalysts: [Fe] (iron). Solvent: C(C)(=O)O (acetic acid). Yields the product ClC1C(NC2=CC(=C(C=C2C1)F)N1C(N(C(=CC1=O)C(F)(F)F)C)=O)=O (3-(3-chloro-6-fluoro-3,4-dihydroquinolin-2-on-7-yl)-1-methyl-6-trifluoromethyluracil). The yield is 221.3%. Reaction SMILES: [Cl:1][CH:2]([CH2:7][C:8]1[CH:13]=[C:12]([F:14])[C:11]([N:15]2[C:20](=[O:21])[CH:19]=[C:18]([C:22]([F:25])([F:24])[F:23])[N:17]([CH3:26])[C:16]2=[O:27])=[CH:10][C:9]=1[N+:28]([O-])=O)[C:3]([O:5]C)=O.O>C(O)(=O)C.[Fe]>[Cl:1][CH:2]1[CH2:7][C:8]2[C:9](=[CH:10][C:11]([N:15]3[C:20](=[O:21])[CH:19]=[C:18]([C:22]([F:25])([F:24])[F:23])[N:17]([CH3:26])[C:16]3=[O:27])=[C:12]([F:14])[CH:13]=2)[NH:28][C:3]1=[O:5]. Procedure: This compound was prepared in a manner analogous to that of Step D of this Example, using 2.9 grams (0.006 mole) of methyl 2-chloro-3-[5-fluoro-2-nitro-4-(1-methyl-6-trifluoromethyl-2,4(1H,3H)-pyrimidinedion-3-yl)phenyl]propanoate, 2.0 grams (0.036 g-atom) of iron powder, and 5 mL of water in 50 mL of acetic acid. The product from this reaction was combined with that from another run (0.014 mole) of this reaction. The combination was subjected to column chromatography on silica gel. Elution was ... Starting materials: CC(C)(C)OC(=O)NC(CO)CCN1CC(Oc2ccc(Cl)cc2)C1, ClCCl, O=C(O)C(F)(F)F. The product is NC(CO)CCN1CC(Oc2ccc(Cl)cc2)C1. RXN SMILES: [C:1]([O:2][C:3](=[O:4])[NH:7][CH:8]([CH2:9][CH2:10][N:11]1[CH2:12][CH:13]([O:15][c:16]2[cH:17][cH:18][c:19]([Cl:22])[cH:20][cH:21]2)[CH2:14]1)[CH2:23][OH:24])([CH3:5])([CH3:6])[CH3:25].[Cl:33][CH2:34][Cl:35].[OH:26][C:27]([C:28]([F:29])([F:30])[F:31])=[O:32]>>[NH2:7][CH:8]([CH2:9][CH2:10][N:11]1[CH2:12][CH:13]([O:15][c:16]2[cH:17][cH:18][c:19]([Cl:22])[cH:20][cH:21]2)[CH2:14]1)[CH2:23][OH:24].